This data is from the Open Reaction Database (ORD), a public repository of structured organic reaction records. The task is: describe an organic reaction: reactants, conditions, products, and yield As a reaction SMILES: [CH2:1]([O:3][C:4](=[O:26])[C@@H:5]([O:24][CH3:25])[CH2:6][C:7]1[CH:12]=[CH:11][C:10]([O:13][C:14]([C:17]([O:19]C(C)(C)C)=[O:18])([CH3:16])[CH3:15])=[CH:9][CH:8]=1)[CH3:2].C(OC(=O)[C@@H](OC)CC1C=CC(OCC(O)=O)=CC=1)C>>[CH2:1]([O:3][C:4](=[O:26])[C@@H:5]([O:24][CH3:25])[CH2:6][C:7]1[CH:12]=[CH:11][C:10]([O:13][C:14]([C:17]([OH:19])=[O:18])([CH3:15])[CH3:16])=[CH:9][CH:8]=1)[CH3:2]. Product: C(C)OC([C@H](CC1=CC=C(C=C1)OC(C)(C)C(=O)O)OC)=O ((2S)-3-[4-(1-carboxy-1-methyl-ethoxy)-phenyl]-2-methoxy-propionic acid ethyl ester). Procedure details: The title compound was prepared from (2S)-3-[4-(1-tert-butoxycarbonyl-1-methyl-ethoxy)-phenyl]-2-methoxy-propionic acid ethyl ester (PREPARATION 5, step 1) via the same procedure used to prepare (2S)-3-(4-carboxymethoxy-phenyl)-2-methoxy-propionic acid ethyl ester (example 121, step 2) to produce a yellow oil. 1H-NMR (CDCl3, 200.15 MHz): 7.10 (d, 2H, J=8.3), 6.77 (d, 2H, J=8.3), 4.14 (c, 2H, J=6.9), 3.89 (t, 1H, J=6.5), 3.34 (s, 3H), 2.94 (d, 2H, J=6.5), 1.55 (s, 6H), 1.19 (t, 3H, J=6.9). Reactants: C(C)OC([C@H](CC1=CC=C(C=C1)OC(C)(C)C(=O)OC(C)(C)C)OC)=O ((2S)-3-[4-(1-tert-butoxycarbonyl-1-methyl-ethoxy)-phenyl]-2-methoxy-propionic acid ethyl ester), C(C)OC([C@H](CC1=CC=C(C=C1)OCC(=O)O)OC)=O ((2S)-3-(4-carboxymethoxy-phenyl)-2-methoxy-propionic acid ethyl ester). Reactants: FC1=C(C=CC=C1)N (2-fluoro-phenylamine), ClC=1C=C(C=CC1)N1N=C(N=N1)C(=O)O (2-(3-chloro-phenyl)-2H-tetrazole-5-carboxylic acid). The product is FC1=C(C=CC=C1)N1N=C(N=N1)C(=O)O (2-(2-Fluoro-phenyl)-2H-tetrazole-5-carboxylic acid). As a reaction SMILES: [F:1][C:2]1[CH:7]=[CH:6][CH:5]=[CH:4][C:3]=1[NH2:8].ClC1C=C([N:16]2N=[N:19][C:18]([C:21]([OH:23])=[O:22])=[N:17]2)C=CC=1>>[F:1][C:2]1[CH:7]=[CH:6][CH:5]=[CH:4][C:3]=1[N:8]1[N:16]=[N:17][C:18]([C:21]([OH:23])=[O:22])=[N:19]1. Procedure: This intermediate was prepared from 2-fluoro-phenylamine in four steps according to the preparation of 2-(3-chloro-phenyl)-2H-tetrazole-5-carboxylic acid. Reactants: [N+](=O)([O-])CCC (Nitropropane), C1(=CC=CC=C1)N=C=O (phenylisocyanate), C(#C)C12CCCN2CCC1 (7a-ethynyl-hexahydro-1H-pyrrolizine). The solvent is C1=CC=CC=C1 (benzene). Run at time 1 hour. Product: C(C)C1=NOC(=C1)C12CCCN2CCC1 (7a-(3-ethyl-5-isoxazolyl)-hexahydro-1H-pyrrolizine). The yield is 50.1%. Reaction SMILES: [N+:1]([CH2:4][CH2:5][CH3:6])([O-:3])=O.C1(N=C=O)C=CC=CC=1.[C:16]([C:18]12[CH2:25][CH2:24][CH2:23][N:22]1[CH2:21][CH2:20][CH2:19]2)#[CH:17]>C1C=CC=CC=1>[CH2:5]([C:4]1[CH:17]=[C:16]([C:18]23[CH2:25][CH2:24][CH2:23][N:22]2[CH2:21][CH2:20][CH2:19]3)[O:3][N:1]=1)[CH3:6]. Reported procedure: Nitropropane (0.475 mL, 5.29 mmol) and phenylisocyanate (1.0 mL, 9.5 mmol) were dissolved in benzene (10 mL) and added to a flask containing 7a-ethynyl-hexahydro-1H-pyrrolizine (358 mg, 2.65 mmol, from step 13a). The solution was stirred at ambient temperature for 1 hour and at reflux for 5 hours. The mixture was cooled, filtered, concentrated and diluted with EtOAc. The solution was extracted with 6N HCl. The aqueous phase was made basic with 15% NaOH and extracted with methylene chloride. The ... Starting materials: CO, Cl, [Na+], [OH-], O, CCOC(=O)c1ccc(-c2ccnnc2)cc1. Product: O=C(O)c1ccc(-c2ccnnc2)cc1. Reaction SMILES: [CH3:22][OH:23].[ClH:21].[Na+:19].[OH-:18].[OH2:20].[n:1]1[n:2][cH:3][c:4](-[c:7]2[cH:8][cH:9][c:10]([C:11](=[O:12])[O:13][CH2:14][CH3:15])[cH:16][cH:17]2)[cH:5][cH:6]1>>[n:1]1[n:2][cH:3][c:4](-[c:7]2[cH:8][cH:9][c:10]([C:11](=[O:12])[OH:13])[cH:16][cH:17]2)[cH:5][cH:6]1. The reactants are [BH4-], CCOCC, [Cl-], [Cl-], Cl, CCOC(=O)C(Cc1cccc(OCC(F)(F)C(F)F)c1)C(=O)c1ccc(F)cc1, [Na+], [Zn+2]. Product: CCOC(=O)C(Cc1cccc(OCC(F)(F)C(F)F)c1)C(O)c1ccc(F)cc1. As a reaction SMILES: [BH4-:1].[CH3:34][CH2:35][O:36][CH2:37][CH3:38].[Cl-:39].[Cl-:41].[ClH:33].[F:3][c:4]1[cH:5][cH:6][c:7]([C:10]([CH:11]([C:12](=[O:13])[O:14][CH2:15][CH3:16])[CH2:17][c:18]2[cH:19][c:20]([O:24][CH2:25][C:26]([CH:27]([F:28])[F:29])([F:30])[F:31])[cH:21][cH:22][cH:23]2)=[O:32])[cH:8][cH:9]1.[Na+:2].[Zn+2:40]>>[F:3][c:4]1[cH:5][cH:6][c:7]([CH:10]([CH:11]([C:12](=[O:13])[O:14][CH2:15][CH3:16])[CH2:17][c:18]2[cH:19][c:20]([O:24][CH2:25][C:26]([CH:27]([F:28])[F:29])([F:30])[F:31])[cH:21][cH:22][cH:23]2)[OH:32])[cH:8][cH:9]1. As a reaction SMILES: [Br:29][c:30]1[s:31][c:32]([CH3:40])[c:33]([C:35](=[O:36])[O:37][CH2:38][CH3:39])[n:34]1.[CH3:1][O:2][CH:3]1[CH2:4][NH:5][CH2:6][CH2:7][CH:8]1[NH:9][C:10]([O:11][CH2:12][c:13]1[cH:14][cH:15][cH:16][cH:17][cH:18]1)=[O:19].[CH:20]([N:21]([CH:22]([CH3:23])[CH3:24])[CH2:25][CH3:26])([CH3:27])[CH3:28]>>[CH3:1][O:2][CH:3]1[CH2:4][N:5]([c:30]2[s:31][c:32]([CH3:40])[c:33]([C:35](=[O:36])[O:37][CH2:38][CH3:39])[n:34]2)[CH2:6][CH2:7][CH:8]1[NH:9][C:10]([O:11][CH2:12][c:13]1[cH:14][cH:15][cH:16][cH:17][cH:18]1)=[O:19]. The product is CCOC(=O)c1nc(N2CCC(NC(=O)OCc3ccccc3)C(OC)C2)sc1C. The reactants are CCOC(=O)c1nc(Br)sc1C, COC1CNCCC1NC(=O)OCc1ccccc1, CCN(C(C)C)C(C)C. The reactants are ClC(=O)OC(C)Cl (1-Chloroethyl chloroformate), CN1CCOC=2C(=C3C=CN(C3=CC2)S(=O)(=O)C2=CC=CC=C2)C1 (2-Methyl-8-(phenylsulfonyl)-1,3,4,8-tetrahydro-2H-[1,4]oxazepino[6,7-e]indole), CN(C1=CC=CC2=CC=CC(=C12)N(C)C)C (1,8-bis-(dimethylamino)-naphthalene), Cl (HCl), C(C)OCC (diethylether). Run in C(Cl)Cl (DCM). Conditions: temperature 43 celsius, time 1 hour. Product: C1(=CC=CC=C1)S(=O)(=O)N1C=CC2=C3C(=CC=C12)OCCNC3 (8-(Phenylsulfonyl)-1,3,4,8-tetrahydro-2H-[1,4]oxazepino[6,7-e]indole). The yield is 7.6%. RXN SMILES: ClC(OC(Cl)C)=O.C[N:9]1[CH2:31][C:14]2=[C:15]3[C:19](=[CH:20][CH:21]=[C:13]2[O:12][CH2:11][CH2:10]1)[N:18]([S:22]([C:25]1[CH:30]=[CH:29][CH:28]=[CH:27][CH:26]=1)(=[O:24])=[O:23])[CH:17]=[CH:16]3.CN(C)C1C2C(=CC=CC=2N(C)C)C=CC=1.Cl.C(OCC)C>C(Cl)Cl>[C:25]1([S:22]([N:18]2[C:19]3[C:15](=[C:14]4[CH2:31][NH:9][CH2:10][CH2:11][O:12][C:13]4=[CH:21][CH:20]=3)[CH:16]=[CH:17]2)(=[O:24])=[O:23])[CH:30]=[CH:29][CH:28]=[CH:27][CH:26]=1. Reported procedure: 1-Chloroethyl chloroformate (1.0 mL, 7.0 mmol) was added to a solution of 2-methyl-8-(phenylsulfonyl)-1,3,4,8-tetrahydro-2H-[1,4]oxazepino[6,7-e]indole (Example 5, 0.15 g, 0.44 mmol), and 1,8-bis-(dimethylamino)-naphthalene (proton sponge) (0.056 g, 0.26 mmol) in DCM (10 mL) and the mixture was stirred at 43° C. for 1 hour. 1.0 M HCl in diethylether (2.5 mL, 2.5 mmol) was added and the mixture was evaporated. The residue was dissolved in dry MeOH (10 mL) and heated at 78° C. for 30 minutes and e... The reactants are CC(C)(C)c1cccc(C2(NCC(O)C(Cc3cc(F)cc(F)c3)Nc3ccnc(Cl)n3)CCCCC2)c1, O=C([O-])[O-], [K+], [K+], CCCN(CCC)C(=O)CN, CN(C)C=O. Product: CCCN(CCC)C(=O)CNc1nccc(NC(Cc2cc(F)cc(F)c2)C(O)CNC2(c3cccc(C(C)(C)C)c3)CCCCC2)n1. RXN SMILES: [C:1]([CH3:2])([CH3:3])([CH3:4])[c:5]1[cH:6][c:7]([C:11]2([NH:17][CH2:18][CH:19]([CH:20]([CH2:21][c:22]3[cH:23][c:24]([F:29])[cH:25][c:26]([F:28])[cH:27]3)[NH:30][c:31]3[n:32][c:33]([Cl:37])[n:34][cH:35][cH:36]3)[OH:38])[CH2:12][CH2:13][CH2:14][CH2:15][CH2:16]2)[cH:8][cH:9][cH:10]1.[C:50](=[O:51])([O-:52])[O-:53].[K+:54].[K+:55].[NH2:39][CH2:40][C:41](=[O:42])[N:43]([CH2:44][CH2:45][CH3:46])[CH2:47][CH2:48][CH3:49].[O:56]=[CH:57][N:58]([CH3:59])[CH3:60]>>[C:1]([CH3:2])([CH3:3])([CH3:4])[c:5]1[cH:6][c:7]([C:11]2([NH:17][CH2:18][CH:19]([CH:20]([CH2:21][c:22]3[cH:23][c:24]([F:29])[cH:25][c:26]([F:28])[cH:27]3)[NH:30][c:31]3[n:32][c:33]([NH:39][CH2:40][C:41](=[O:42])[N:43]([CH2:44][CH2:45][CH3:46])[CH2:47][CH2:48][CH3:49])[n:34][cH:35][cH:36]3)[OH:38])[CH2:12][CH2:13][CH2:14][CH2:15][CH2:16]2)[cH:8][cH:9][cH:10]1. The reactants are O=C([O-])[O-], CCc1cc2c(=O)n(CC(=O)c3ccc(O)cc3)c(=O)n(Cc3ccc(-c4ccccc4C#N)cc3)c2s1, CN(C)C=O, CCOC(C)=O, CN(C)CCCl, Cl, [Cs+], [Cs+], O. Yields the product CCc1cc2c(=O)n(CC(=O)c3ccc(OCCN(C)C)cc3)c(=O)n(Cc3ccc(-c4ccccc4C#N)cc3)c2s1. As a reaction SMILES: [C:51](=[O:52])([O-:53])[O-:54].[CH2:1]([CH3:2])[c:3]1[cH:4][c:5]2[c:6]([n:7]([CH2:23][c:24]3[cH:25][cH:26][c:27](-[c:30]4[c:31]([C:36]#[N:37])[cH:32][cH:33][cH:34][cH:35]4)[cH:28][cH:29]3)[c:8](=[O:22])[n:9]([CH2:12][C:13](=[O:14])[c:15]3[cH:16][cH:17][c:18]([OH:21])[cH:19][cH:20]3)[c:10]2=[O:11])[s:38]1.[CH3:46][N:47]([CH3:48])[CH:49]=[O:50].[CH3:58][CH2:59][O:60][C:61](=[O:62])[CH3:63].[Cl:40][CH2:41][CH2:42][N:43]([CH3:44])[CH3:45].[ClH:39].[Cs+:55].[Cs+:56].[OH2:57]>>[CH2:1]([CH3:2])[c:3]1[cH:4][c:5]2[c:6]([n:7]([CH2:23][c:24]3[cH:25][cH:26][c:27](-[c:30]4[c:31]([C:36]#[N:37])[cH:32][cH:33][cH:34][cH:35]4)[cH:28][cH:29]3)[c:8](=[O:22])[n:9]([CH2:12][C:13](=[O:14])[c:15]3[cH:16][cH:17][c:18]([O:21][CH2:41][CH2:42][N:43]([CH3:44])[CH3:45])[cH:19][cH:20]3)[c:10]2=[O:11])[s:38]1.